From a dataset of the Open Reaction Database (ORD), a public repository of structured organic reaction records. describe an organic reaction: reactants, conditions, products, and yield Starting materials: CC1(C)Oc2cc(C=CC(=O)O)cnc2NC1=O, CCCOc1c(CNC)cccc1OC, CCN=C=NCCCN(C)C, CCN(C(C)C)C(C)C, CN(C)C=O, O, On1nnc2ccccc21. Product: CCCOc1c(CN(C)C(=O)C=Cc2cnc3c(c2)OC(C)(C)C(=O)N3)cccc1OC. RXN SMILES: [CH3:16][C:17]1([CH3:33])[C:18](=[O:32])[NH:19][c:20]2[c:21]([cH:23][c:24]([CH:27]=[CH:28][C:29](=[O:30])[OH:31])[cH:25][n:26]2)[O:22]1.[CH3:1][O:2][c:3]1[c:4]([O:12][CH2:13][CH2:14][CH3:15])[c:5]([CH2:6][NH:7][CH3:8])[cH:9][cH:10][cH:11]1.[CH3:53][N:54]([CH3:55])[CH2:56][CH2:57][CH2:58][N:59]=[C:60]=[N:61][CH2:62][CH3:63].[CH:44]([N:45]([CH:46]([CH3:47])[CH3:48])[CH2:49][CH3:50])([CH3:51])[CH3:52].[O:64]=[CH:65][N:66]([CH3:67])[CH3:68].[OH2:69].[OH:34][n:35]1[c:36]2[cH:37][cH:38][cH:39][cH:40][c:41]2[n:42][n:43]1>>[CH3:1][O:2][c:3]1[c:4]([O:12][CH2:13][CH2:14][CH3:15])[c:5]([CH2:6][N:7]([CH3:8])[C:29]([CH:28]=[CH:27][c:24]2[cH:23][c:21]3[c:20]([n:26][cH:25]2)[NH:19][C:18](=[O:32])[C:17]([CH3:16])([CH3:33])[O:22]3)=[O:31])[cH:9][cH:10][cH:11]1. Starting materials: C=O, ClCCl, NCCCc1ccccc1, c1ccc2[nH]nnc2c1. Product: c1ccc(CCCNCn2nnc3ccccc32)cc1. RXN SMILES: [CH2:20]=[O:21].[Cl:22][CH2:23][Cl:24].[c:10]1([CH2:16][CH2:17][CH2:18][NH2:19])[cH:11][cH:12][cH:13][cH:14][cH:15]1.[nH:1]1[n:2][n:3][c:4]2[c:5]1[cH:6][cH:7][cH:8][cH:9]2>>[n:1]1([CH2:20][NH:19][CH2:18][CH2:17][CH2:16][c:10]2[cH:11][cH:12][cH:13][cH:14][cH:15]2)[n:2][n:3][c:4]2[c:5]1[cH:6][cH:7][cH:8][cH:9]2. The product is C(C)O[C@H](C(=O)O)CC1=CC=C(C=C1)O.C(C)O[C@@H](C(=O)OCC)CC1=CC=C(C=C1)O ((2S)-2-Ethoxy-3-(4-hydroxyphenyl)propanoic acid Ethyl (2R)-2-Ethoxy-3-(4-hydroxyphenyl)propanoate). Reported procedure: To ethyl (2RS) (+/−) 2-ethoxy-3-(4-hydroxyphenyl)propanoate (0.5 ml of a solution containing 1 mg/ml in a phosphate or citrate-phosphate 0.1 M buffer) was added the enzyme (amount indicated below). The reaction mixture was shaken at room temperature and analysed at different times. The reaction mixture was analysed by the gradient HPLC method 1 and by chiral HPLC. The reactants are C(C)OC(C(=O)OCC)CC1=CC=C(C=C1)O (ethyl (2RS) (+/−) 2-ethoxy-3-(4-hydroxyphenyl)propanoate), solution, P(=O)([O-])([O-])[O-] (phosphate), C(CC(O)(C(=O)[O-])CC(=O)[O-])(=O)[O-].P(=O)([O-])([O-])[O-] (citrate phosphate). RXN SMILES: [CH2:1]([O:3][CH:4]([CH2:10][C:11]1[CH:16]=[CH:15][C:14]([OH:17])=[CH:13][CH:12]=1)[C:5]([O:7][CH2:8][CH3:9])=[O:6])[CH3:2].P([O-])([O-])([O-])=O.C([O-])(=O)CC(CC([O-])=O)(C([O-])=O)O.P([O-])([O-])([O-])=O>>[CH2:1]([O:3][C@@H:4]([CH2:10][C:11]1[CH:12]=[CH:13][C:14]([OH:17])=[CH:15][CH:16]=1)[C:5]([OH:7])=[O:6])[CH3:2].[CH2:1]([O:3][C@H:4]([CH2:10][C:11]1[CH:12]=[CH:13][C:14]([OH:17])=[CH:15][CH:16]=1)[C:5]([O:7][CH2:8][CH3:9])=[O:6])[CH3:2] |f:2.3,4.5|. Reactants: CCO, Cc1nc[nH]c1CSCCN=C=S, NN, O. Yields the product Cc1nc[nH]c1CSCCNC(=S)NN. Reaction SMILES: [CH3:17][CH2:18][OH:19].[CH3:4][c:5]1[n:6][cH:7][nH:8][c:9]1[CH2:10][S:11][CH2:12][CH2:13][N:14]=[C:15]=[S:16].[NH2:2][NH2:3].[OH2:1]>>[NH2:2][NH:3][C:15]([NH:14][CH2:13][CH2:12][S:11][CH2:10][c:9]1[c:5]([CH3:4])[n:6][cH:7][nH:8]1)=[S:16]. Reactants: C1(=CC=CC=C1)S(=O)(=O)CC1=NNC(=N1)C=1OC=CC1 (3-benzenesulfonylmethyl-5-furan-2-yl-1H-[1,2,4]triazole), N1=C(C=CC=C1)C=CC#N (3-(2-pyridinyl)-2-propenenitrile). Yields the product O1C(=CC=C1)C1=NN2C(C=C(C=C2N)C2=NC=CC=C2)=N1 (2-Furan-2-yl-7-pyridin-2-yl-[1,2,4]triazolo[1,5-a]pyridin-5-ylamine). As a reaction SMILES: C1(S([CH2:10][C:11]2[N:15]=[C:14]([C:16]3[O:17][CH:18]=[CH:19][CH:20]=3)[NH:13][N:12]=2)(=O)=O)C=CC=CC=1.[N:21]1[CH:26]=[CH:25][CH:24]=[CH:23][C:22]=1[CH:27]=[CH:28][C:29]#[N:30]>>[O:17]1[CH:18]=[CH:19][CH:20]=[C:16]1[C:14]1[N:15]=[C:11]2[CH:10]=[C:27]([C:22]3[CH:23]=[CH:24][CH:25]=[CH:26][N:21]=3)[CH:28]=[C:29]([NH2:30])[N:12]2[N:13]=1. Procedure: The title compound, MS m/e (%): 278 (M+H+, 100), was prepared in accordance with the general method of example 1 from 3-benzenesulfonylmethyl-5-furan-2-yl-1H-[1,2,4]triazole and 3-(2-pyridinyl)-2-propenenitrile. Starting materials: O=C([O-])[O-], Cc1cc(-c2ccc(I)c(C)c2)ccc1I, [Cu], [K+], [K+], c1ccc(Nc2ccccc2)cc1, O=[N+]([O-])c1ccccc1. The product is Cc1cc(-c2ccc(N(c3ccccc3)c3ccccc3)c(C)c2)ccc1I. Reaction SMILES: [C:30](=[O:31])([O-:32])[O-:33].[CH3:14][c:15]1[cH:16][c:17](-[c:22]2[cH:23][c:24]([CH3:29])[c:25]([I:28])[cH:26][cH:27]2)[cH:18][cH:19][c:20]1[I:21].[Cu:36].[K+:34].[K+:35].[NH:1]([c:2]1[cH:3][cH:4][cH:5][cH:6][cH:7]1)[c:8]1[cH:9][cH:10][cH:11][cH:12][cH:13]1.[O-:37][N+:38]([c:39]1[cH:40][cH:41][cH:42][cH:43][cH:44]1)=[O:45]>>[N:1]([c:2]1[cH:3][cH:4][cH:5][cH:6][cH:7]1)([c:8]1[cH:9][cH:10][cH:11][cH:12][cH:13]1)[c:25]1[c:24]([CH3:29])[cH:23][c:22](-[c:17]2[cH:16][c:15]([CH3:14])[c:20]([I:21])[cH:19][cH:18]2)[cH:27][cH:26]1. Reactants: Cl[Sn]Cl (SnCl2), [N+](=O)([O-])C1=CC=C(C=C1)C=1SC2=C(N1)C=CC(=C2)OC (2-(4-nitrophenyl)-6-methoxybenzothiazole). Run in C(C)O (ethanol). Yields the product NC1=CC=C(C=C1)C=1SC2=C(N1)C=CC(=C2)OC (2-(4-aminophenyl)-6-methoxybenzothiazole). The yield is 99.8%. As a reaction SMILES: Cl[Sn]Cl.[N+:4]([C:7]1[CH:12]=[CH:11][C:10]([C:13]2[S:14][C:15]3[CH:21]=[C:20]([O:22][CH3:23])[CH:19]=[CH:18][C:16]=3[N:17]=2)=[CH:9][CH:8]=1)([O-])=O>C(O)C>[NH2:4][C:7]1[CH:8]=[CH:9][C:10]([C:13]2[S:14][C:15]3[CH:21]=[C:20]([O:22][CH3:23])[CH:19]=[CH:18][C:16]=3[N:17]=2)=[CH:11][CH:12]=1. Reported procedure: SnCl2 (5.798 g, 30.58 mmol) was added to 2-(4-nitrophenyl)-6-methoxybenzothiazole (41, 1.459 g, 5.10 mmol) obtained in step 2 dissolved in ethanol (300 mL). The resulting reaction mixture was refluxed for 4 hours under a nitrogen atmosphere and the solvent was removed under reduced pressure. Then, the remaining mixture was dissolved in ethyl acetate and, after washing with 1N NaOH aqueous solution (50 mL) and water (100 mL), water was removed using sodium sulfate. After removing the solvent by d... Yield: 48.0%. Starting materials: C1(CCCC1)C1=NC=2N=C(N(C(C2N1)=O)CCC)Cl (8-cyclopentyl-2-chloro-1-propyl-1,7-dihydro-purin-6-one), NC1=CC=CC=C1 (aniline), O (Water). Yields the product C1(CCCC1)C1=NC=2N=C(N(C(C2N1)=O)CCC)NC1=CC=CC=C1 (8-Cyclopentyl-2-phenylamino-1-propyl-1,7-dihydro-purin-6-one). RXN SMILES: [CH:1]1([C:6]2[NH:14][C:13]3[C:12](=[O:15])[N:11]([CH2:16][CH2:17][CH3:18])[C:10](Cl)=[N:9][C:8]=3[N:7]=2)[CH2:5][CH2:4][CH2:3][CH2:2]1.[NH2:20][C:21]1[CH:26]=[CH:25][CH:24]=[CH:23][CH:22]=1.O>CN1CCCC1=O>[CH:1]1([C:6]2[NH:14][C:13]3[C:12](=[O:15])[N:11]([CH2:16][CH2:17][CH3:18])[C:10]([NH:20][C:21]4[CH:26]=[CH:25][CH:24]=[CH:23][CH:22]=4)=[N:9][C:8]=3[N:7]=2)[CH2:5][CH2:4][CH2:3][CH2:2]1. Reported procedure: To a solution of 8-cyclopentyl-2-chloro-1-propyl-1,7-dihydro-purin-6-one (0.06 g, 0.21 mmol) in N-methyl-pyrrolidone (1 ml) was added aniline (0.20 g, 2.14 mmol) and the mixture was heated at 150° C. overnight. Water was added to the reaction mixture and the product was extracted with ethyl acetate. The ethyl acetate layer was dried over anhydrous sodium sulphate and concentrated under vacuum. The crude product was purified by preparative TLC using 5% methanol in dichloromethane to give the prod... Run at temperature 150 celsius. The solvent is CN1C(CCC1)=O (N-methyl-pyrrolidone). Starting materials: CC1=NOC(=C1CN1N=CC(=C1)N1C(N(CC1=O)CC1=C(C=CC=C1)O)=O)C (3-(1-((3,5-dimethylisoxazol-4-yl)methyl)-1H-pyrazol-4-yl)-1-(2-hydroxybenzyl)imidazolidine-2,4-dione), COCCBr (2-bromoethyl methyl ether). Product: CC1=NOC(=C1CN1N=CC(=C1)N1C(N(CC1=O)CC1=C(C=CC=C1)OCCOC)=O)C (3-(1-((3,5-dimethylisoxazol-4-yl)methyl)-1H-pyrazol-4-yl)-1-(2-(2-methoxyethoxy)benzyl)imidazolidine-2,4-dione). Isolated yield 19.0%. As a reaction SMILES: [CH3:1][C:2]1[C:6]([CH2:7][N:8]2[CH:12]=[C:11]([N:13]3[C:17](=[O:18])[CH2:16][N:15]([CH2:19][C:20]4[CH:25]=[CH:24][CH:23]=[CH:22][C:21]=4[OH:26])[C:14]3=[O:27])[CH:10]=[N:9]2)=[C:5]([CH3:28])[O:4][N:3]=1.[CH3:29][O:30][CH2:31][CH2:32]Br>>[CH3:1][C:2]1[C:6]([CH2:7][N:8]2[CH:12]=[C:11]([N:13]3[C:17](=[O:18])[CH2:16][N:15]([CH2:19][C:20]4[CH:25]=[CH:24][CH:23]=[CH:22][C:21]=4[O:26][CH2:32][CH2:31][O:30][CH3:29])[C:14]3=[O:27])[CH:10]=[N:9]2)=[C:5]([CH3:28])[O:4][N:3]=1. Procedure: Prepared as in example 10-5 from 3-(1-((3,5-dimethylisoxazol-4-yl)methyl)-1H-pyrazol-4-yl)-1-(2-hydroxybenzyl)imidazolidine-2,4-dione (example 10-11) and 2-bromoethyl methyl ether. Yield 19%. 1H NMR (DMSO, 400 MHz): δ2.11 (s, 3H), 2.08 (s, 3H), 3.25 (s, 3H), 3.64 (t, J=3.6, 2H), 4.00 (s, 2H), 4.11 (t, J=3.2, 2H), 4.27 (s, 2H), 5.17 (s, 2H), 6.90 (m, 1H), 7.00 (m, 1H), 7.26 (m, 2H), 7.76 (s, 1H), 8.15 (s, 1H). The title compound was shown to inhibit hT2R08 bitter receptor and had an IC50 of 0.1 u...